Dataset: the Open Reaction Database (ORD), a public repository of structured organic reaction records. Task: describe an organic reaction: reactants, conditions, products, and yield Starting materials: IC1=CC(=CC(=C1)[N+](=O)[O-])OC1=C(C=CC=C1)OC (1-iodo-3-(2-methoxyphenoxy)-5-nitrobenzene), [NH4+].[Cl-] (NH4Cl). Reagents/catalysts: [Fe] (Fe). Run in CCO (EtOH). Reaction conditions: temperature 75 celsius. Product: IC=1C=C(N)C=C(C1)OC1=C(C=CC=C1)OC (3-iodo-5-(2-methoxyphenoxy)aniline). Yield: 76.7%. As a reaction SMILES: [I:1][C:2]1[CH:7]=[C:6]([N+:8]([O-])=O)[CH:5]=[C:4]([O:11][C:12]2[CH:17]=[CH:16][CH:15]=[CH:14][C:13]=2[O:18][CH3:19])[CH:3]=1.[NH4+].[Cl-]>CCO.[Fe]>[I:1][C:2]1[CH:7]=[C:6]([CH:5]=[C:4]([O:11][C:12]2[CH:17]=[CH:16][CH:15]=[CH:14][C:13]=2[O:18][CH3:19])[CH:3]=1)[NH2:8] |f:1.2|. Reported procedure: 7 (4.9 g, 13 mmol), Fe (5.9 g, 100 mmol) and a solution of NH4Cl (2.3 g in 23 mL H2O, 42 mmol) were suspended in 67 mL of EtOH and heated at 75° C. for 6 h. The mixture was allowed to cool to room temperature, filtered over celite, and concentrated by rotary evaporation. The residue was partitioned between EtOAc and water; combined organic extracts were dried over anhydrous Na2SO4, concentrated by rotary evaporation, and purified by column chromatography to give 3-iodo-5-(2-methoxyphenoxy)anilin...